This data is from the Open Reaction Database (ORD), a public repository of structured organic reaction records. The task is: describe an organic reaction: reactants, conditions, products, and yield Reactants: [BH3-]C#N, C=O, CO, CC(Cl)Cl, [Na+], CC(C)(C)OC(=O)N1CCC(NCCc2ccc(Oc3ccccc3)cc2)CC1. The product is CN(CCc1ccc(Oc2ccccc2)cc1)C1CCN(C(=O)OC(C)(C)C)CC1. RXN SMILES: [C:32]([BH3-:33])#[N:34].[CH2:30]=[O:31].[CH3:36][OH:37].[Cl:38][CH:39]([Cl:40])[CH3:41].[Na+:35].[O:1]([c:2]1[cH:3][cH:4][cH:5][cH:6][cH:7]1)[c:8]1[cH:9][cH:10][c:11]([CH2:14][CH2:15][NH:16][CH:17]2[CH2:18][CH2:19][N:20]([C:23](=[O:24])[O:25][C:26]([CH3:27])([CH3:28])[CH3:29])[CH2:21][CH2:22]2)[cH:12][cH:13]1>>[O:1]([c:2]1[cH:3][cH:4][cH:5][cH:6][cH:7]1)[c:8]1[cH:9][cH:10][c:11]([CH2:14][CH2:15][N:16]([CH:17]2[CH2:18][CH2:19][N:20]([C:23](=[O:24])[O:25][C:26]([CH3:27])([CH3:28])[CH3:29])[CH2:21][CH2:22]2)[CH3:32])[cH:12][cH:13]1. The reactants are COC1=C(C=CC=C1OC1=CC(=CC=C1)Cl)CC(=O)O (2-[2-methoxy-3-(3-chlorophenoxy)phenyl]acetic acid). Run in C(C)(=O)OC(C)=O (acetic anhydride), I (hydriodic acid). Yields the product OC1=C(C=CC=C1OC1=CC(=CC=C1)Cl)CC(=O)O (2-[2-hydroxy-3-(3-chlorophenoxy)phenyl]acetic acid). The yield is 48.3%. Reaction SMILES: C[O:2][C:3]1[C:8]([O:9][C:10]2[CH:15]=[CH:14][CH:13]=[C:12]([Cl:16])[CH:11]=2)=[CH:7][CH:6]=[CH:5][C:4]=1[CH2:17][C:18]([OH:20])=[O:19]>C(OC(=O)C)(=O)C.I>[OH:2][C:3]1[C:8]([O:9][C:10]2[CH:15]=[CH:14][CH:13]=[C:12]([Cl:16])[CH:11]=2)=[CH:7][CH:6]=[CH:5][C:4]=1[CH2:17][C:18]([OH:20])=[O:19]. Procedure: A solution of 2-[2-methoxy-3-(3-chlorophenoxy)phenyl]acetic acid (10 g) in acetic anhydride (30 ml) and 48% hydriodic acid (60 ml) were treated in a similar manner to that of Example 6-(6) to give 2-[2-hydroxy-3-(3-chlorophenoxy)phenyl]acetic acid (4.6 g). mp 99°-102° C. Reactants: O.NN (hydrazine hydrate), ClC1=NC2=CC=CC=C2C(=N1)Cl (2,4-dichloroquinazoline). The solvent is C(Cl)Cl (methylene chloride). Conditions: time 8 hour. Product: ClC1=NC2=CC=CC=C2C(=N1)NN (2-chloro-4-hydrazinoquinazoline). As a reaction SMILES: O.[NH2:2][NH2:3].[Cl:4][C:5]1[N:14]=[C:13](Cl)[C:12]2[C:7](=[CH:8][CH:9]=[CH:10][CH:11]=2)[N:6]=1>C(Cl)Cl>[Cl:4][C:5]1[N:14]=[C:13]([NH:2][NH2:3])[C:12]2[C:7](=[CH:8][CH:9]=[CH:10][CH:11]=2)[N:6]=1 |f:0.1|. Reported procedure: 87 g (1.74 moles) of hydrazine hydrate were added dropwise to a suspension of 86.5 g (0.43 mole) of 2,4-dichloroquinazoline in 1500 ml of methylene chloride at room temperature, while cooling with ice and stirring vigorously. After 8 hours at room temperature, the precipitate was filtered off under suction, washed with water and dried. Yield: 78.4 g (92%) of 2-chloro-4-hydrazinoquinazoline, mp.>280° C. The reactants are Cl.N1CCC(CC1)=CC=1C=C(OC2=NC=C(C=C2)C(F)(F)F)C=CC1 (2-(3-piperidin-4-ylidenemethyl-phenoxy)-5-trifluoromethyl-pyridine hydrochloride), COC1=CC=C(C=N1)NC(OC1=CC=CC=C1)=O (Phenyl 6-methoxypyridin-3-ylcarbamate), C(C)(C)N(CC)C(C)C (diisopropylethylamine). Run in CS(=O)C (DMSO). Conditions: temperature 50 celsius, time 3 hour. Product: COC1=CC=C(C=N1)NC(=O)N1CCC(CC1)=CC1=CC(=CC=C1)OC1=NC=C(C=C1)C(F)(F)F (N-(6-methoxypyridin-3-yl)-4-(3-{[5-(trifluoromethyl)pyridin-2-yl]oxy}benzylidene)piperidine-1-carboxamide). The yield is 57.8%. As a reaction SMILES: Cl.[NH:2]1[CH2:7][CH2:6][C:5](=[CH:8][C:9]2[CH:10]=[C:11]([CH:23]=[CH:24][CH:25]=2)[O:12][C:13]2[CH:18]=[CH:17][C:16]([C:19]([F:22])([F:21])[F:20])=[CH:15][N:14]=2)[CH2:4][CH2:3]1.[CH3:26][O:27][C:28]1[N:33]=[CH:32][C:31]([NH:34][C:35](=O)[O:36]C2C=CC=CC=2)=[CH:30][CH:29]=1.C(N(C(C)C)CC)(C)C>CS(C)=O>[CH3:26][O:27][C:28]1[N:33]=[CH:32][C:31]([NH:34][C:35]([N:2]2[CH2:7][CH2:6][C:5](=[CH:8][C:9]3[CH:25]=[CH:24][CH:23]=[C:11]([O:12][C:13]4[CH:18]=[CH:17][C:16]([C:19]([F:22])([F:20])[F:21])=[CH:15][N:14]=4)[CH:10]=3)[CH2:4][CH2:3]2)=[O:36])=[CH:30][CH:29]=1 |f:0.1|. Reported procedure: A solution of 2-(3-piperidin-4-ylidenemethyl-phenoxy)-5-trifluoromethyl-pyridine hydrochloride (0.371 g, 1.00 mmol) (from Example 1, Step 5) and phenyl 6-methoxypyridin-3-ylcarbamate (0.244 g, 1.00 mmol, from Step 1) in DMSO (2.5 mL) was treated with diisopropylethylamine (0.155 g, 1.2 mmol) and heated to 50° C. After 3 h, the reaction mixture was partitioned between water and ethyl acetate. The organic layer was separated and the aqueous layer was extracted again with ethyl acetate. The combine... Starting materials: BrCCCCBr, CCN(C(C)C)C(C)C, CCO, Cc1coc2cc(N)c(Cl)cc12. Product: Cc1coc2cc(N3CCCC3)c(Cl)cc12. RXN SMILES: [Br:13][CH2:14][CH2:15][CH2:16][CH2:17][Br:18].[CH2:19]([N:20]([CH:21]([CH3:22])[CH3:23])[CH:24]([CH3:25])[CH3:26])[CH3:27].[CH3:28][CH2:29][OH:30].[NH2:1][c:2]1[cH:3][c:4]2[c:5]([c:6]([CH3:9])[cH:7][o:8]2)[cH:10][c:11]1[Cl:12]>>[N:1]1([c:2]2[cH:3][c:4]3[c:5]([c:6]([CH3:9])[cH:7][o:8]3)[cH:10][c:11]2[Cl:12])[CH2:14][CH2:15][CH2:16][CH2:17]1. The reactants are C(C)(=S)O (thioacetic acid), C(C)(=S)O (thioacetic acid), CC(=O)OCC1=C(N2[C@@H]([C@@H](C2=O)N)SC1)C(=O)O (7-aminocephalosporanic acid), B(O)(O)O (boric acid). Solvent: O (water), C(C)N(CC)CC (triethylamine), C(C)N(CC)CC (triethylamine). Reaction conditions: temperature 75 celsius, time 60 minute. The product is NC1[C@@H]2N(C(=C(CS2)CSC(=O)C)C(=O)O)C1=O (7-amino-3-(methylcarbonyl-thiomethyl)-3-cephem-4-carboxylic acid). Isolated yield 69.3%. Reaction SMILES: [C:1]([OH:4])(=[S:3])[CH3:2].CC(O[CH2:9][C:10]1[CH2:19][S:18][C@@H:13]2[C@H:14]([NH2:17])[C:15](=[O:16])[N:12]2[C:11]=1[C:20]([OH:22])=[O:21])=O.B(O)(O)O>C(N(CC)CC)C.O>[NH2:17][CH:14]1[C:15](=[O:16])[N:12]2[C:11]([C:20]([OH:22])=[O:21])=[C:10]([CH2:9][S:3][C:1]([CH3:2])=[O:4])[CH2:19][S:18][C@H:13]12. Reported procedure: 56.8 ml (0.8 mole) of thioacetic acid and 140 ml (1.0 mole) of triethylamine were added successively to three liters of water under stirring. The homogenous mixture was heated to 75° C. and there were added in one shot 100.0 g (0.368 mole) of 7-aminocephalosporanic acid (90%), causing a pH variation from 9.05 to 5.03. Thereafter there were added, first, 20 to 21 ml of triethylamine until a solution was formed and then 61.0 g of boric acid. Stirring was continued at 70° C. for 60 minutes and the ... Reactants: ClCCS(=O)(=O)Cl (2-chloroethanesulfonyl chloride), [H-].[Na+] (NaH), C(C)C1=CC=C(OC2=CC=C(C=C2)C=2C(=NC=CC2)N)C=C1 (3-(4-(4-ethylphenoxy)phenyl)pyridin-2-amine). Solvent: C1CCOC1 (THF), C1CCOC1 (THF). Reaction conditions: time 10 minute. Product: C(C)C1=CC=C(OC2=CC=C(C=C2)C2=CC=CN3C2=NS(CC3)(=O)=O)C=C1 (9-[4-(4-ethylphenoxy)phenyl]-3,4-dihydropyrido[2,1-c][1,2,4]thiadiazine 2,2-dioxide). RXN SMILES: [H-].[Na+].Cl[CH2:4][CH2:5][S:6](Cl)(=[O:8])=[O:7].[CH2:10]([C:12]1[CH:31]=[CH:30][C:15]([O:16][C:17]2[CH:22]=[CH:21][C:20]([C:23]3[C:24]([NH2:29])=[N:25][CH:26]=[CH:27][CH:28]=3)=[CH:19][CH:18]=2)=[CH:14][CH:13]=1)[CH3:11]>C1COCC1>[CH2:10]([C:12]1[CH:13]=[CH:14][C:15]([O:16][C:17]2[CH:22]=[CH:21][C:20]([C:23]3[C:24]4=[N:29][S:6](=[O:8])(=[O:7])[CH2:5][CH2:4][N:25]4[CH:26]=[CH:27][CH:28]=3)=[CH:19][CH:18]=2)=[CH:30][CH:31]=1)[CH3:11] |f:0.1|. Reported procedure: To a suspension of NaH (60%, 81 mg) in THF (dry) (10 mL) was added 2-chloroethanesulfonyl chloride (0.085 mL) at 0° C. and the mixture was stirred for 10 min at the same temperature. A solution of 3-(4-(4-ethylphenoxy)phenyl)pyridin-2-amine (117 mg) in THF (dry) (10 mL) was added at 0° C. and the mixture was stirred at room temperature under nitrogen for 4 hr. The mixture was quenched with water at 0° C. Water, EtOAc and THF were added and the mixture was extracted. Silica-gel was added to the o... The reactants are Cl (HCl), N1C=CC2=CC=CC=C12 (indole), [H-].[Na+] (NaH), oil, S(=O)(=O)(C1=CC=C(C)C=C1)Cl (tosylchloride). The solvent is CN(C)C=O (DMF). Run at time 2 hour. Product: S(=O)(=O)(C1=CC=C(C)C=C1)N1C=CC2=CC=CC=C12 (1-Tosyl-1H-indole). Isolated yield 82.4%. As a reaction SMILES: [NH:1]1[C:9]2[C:4](=[CH:5][CH:6]=[CH:7][CH:8]=2)[CH:3]=[CH:2]1.[H-].[Na+].[S:12](Cl)([C:15]1[CH:21]=[CH:20][C:18]([CH3:19])=[CH:17][CH:16]=1)(=[O:14])=[O:13].Cl>CN(C=O)C>[S:12]([N:1]1[C:9]2[C:4](=[CH:5][CH:6]=[CH:7][CH:8]=2)[CH:3]=[CH:2]1)([C:15]1[CH:21]=[CH:20][C:18]([CH3:19])=[CH:17][CH:16]=1)(=[O:14])=[O:13] |f:1.2|. Procedure details: To a solution of indole 81 (10 g, 85 mmol) in DMF (50 mL) at 0° C. was added NaH (60% dispersion in mineral oil 4 g) and tosylchloride (24 g, 128 mmol) portionwisely. And the reaction mixture was stirred at room temperature for 2 h. The resulting solution was acidified with 2.0 M HCl, and organic layer was extracted with Et2O. After evaporating the volatile material with reduced pressure, the residue was purified by silica column chromatography to obtain titled compound 82 (19 g, 84%). The reactants are [Al+3], CC(C)(C)NCC#N, CCCCOC(=O)c1cc2cccc(O)c2[nH]1, [Cl-], [Cl-], [Cl-], Cl, Cl, O=[N+]([O-])c1ccccc1, O. The product is CCCCOC(=O)c1cc2c(C(=O)CNC(C)(C)C)ccc(O)c2[nH]1, Cl. RXN SMILES: [Al+3:28].[C:2]([CH3:3])([CH3:4])([CH3:5])[NH:6][CH2:7][C:8]#[N:9].[CH2:10]([CH2:11][CH2:12][CH3:13])[O:14][C:15](=[O:16])[c:17]1[nH:18][c:19]2[c:20]([OH:26])[cH:21][cH:22][cH:23][c:24]2[cH:25]1.[Cl-:27].[Cl-:29].[Cl-:30].[ClH:1].[ClH:31].[O-:32][N+:33]([c:34]1[cH:35][cH:36][cH:37][cH:38][cH:39]1)=[O:40].[OH2:41]>>[C:2]([CH3:3])([CH3:4])([CH3:5])[NH:6][CH2:7][C:8]([c:23]1[cH:22][cH:21][c:20]([OH:26])[c:19]2[nH:18][c:17]([C:15]([O:14][CH2:10][CH2:11][CH2:12][CH3:13])=[O:16])[cH:25][c:24]21)=[O:32].[ClH:1]. Reactants: C1CCOC1, Cl, CSc1ncc2c(N=[N+]=[N-])cc(=O)n(C3CCCC3)c2n1, [Na+], O=C([O-])O, c1ccc(P(c2ccccc2)c2ccccc2)cc1. The product is CSc1ncc2c(N)cc(=O)n(C3CCCC3)c2n1. Reaction SMILES: [CH2:47]1[O:48][CH2:49][CH2:50][CH2:51]1.[ClH:41].[N:20](=[N+:21]=[N-:22])[c:23]1[cH:24][c:25](=[O:40])[n:26]([CH:35]2[CH2:36][CH2:37][CH2:38][CH2:39]2)[c:27]2[n:28][c:29]([S:33][CH3:34])[n:30][cH:31][c:32]12.[Na+:46].[O-:42][C:43]([OH:44])=[O:45].[c:1]1([P:2]([c:3]2[cH:4][cH:5][cH:6][cH:7][cH:8]2)[c:9]2[cH:10][cH:11][cH:12][cH:13][cH:14]2)[cH:15][cH:16][cH:17][cH:18][cH:19]1>>[NH2:20][c:23]1[cH:24][c:25](=[O:40])[n:26]([CH:35]2[CH2:36][CH2:37][CH2:38][CH2:39]2)[c:27]2[n:28][c:29]([S:33][CH3:34])[n:30][cH:31][c:32]12.